Dataset: the Open Reaction Database (ORD), a public repository of structured organic reaction records. Task: describe an organic reaction: reactants, conditions, products, and yield Starting materials: C(=O)([O-])[O-].[K+].[K+] (K2CO3), BrC1=CC(=CC=C1)Cl (1-bromo-3-chlorobenzene), FC(OC1=CC=C(C=C1)B(O)O)(F)F (4-(trifluoromethoxy)phenyl boronic acid). The reagents and catalysts are C=1C=CC(=CC1)[P](C=2C=CC=CC2)(C=3C=CC=CC3)[Pd]([P](C=4C=CC=CC4)(C=5C=CC=CC5)C=6C=CC=CC6)([P](C=7C=CC=CC7)(C=8C=CC=CC8)C=9C=CC=CC9)[P](C=1C=CC=CC1)(C=1C=CC=CC1)C=1C=CC=CC1 (Pd(PPh3)4). Solvent: COCCOC (DME). Yields the product FC(F)(F)OC1=CC=C(C=C1)C1=CC(=CC=C1)Cl (3′-Chlorobiphenyl-4-yl trifluoromethyl ether). Reaction SMILES: C([O-])([O-])=O.[K+].[K+].Br[C:8]1[CH:13]=[CH:12][CH:11]=[C:10]([Cl:14])[CH:9]=1.[F:15][C:16]([F:28])([F:27])[O:17][C:18]1[CH:23]=[CH:22][C:21](B(O)O)=[CH:20][CH:19]=1>C1C=CC([P]([Pd]([P](C2C=CC=CC=2)(C2C=CC=CC=2)C2C=CC=CC=2)([P](C2C=CC=CC=2)(C2C=CC=CC=2)C2C=CC=CC=2)[P](C2C=CC=CC=2)(C2C=CC=CC=2)C2C=CC=CC=2)(C2C=CC=CC=2)C2C=CC=CC=2)=CC=1.COCCOC>[F:15][C:16]([O:17][C:18]1[CH:19]=[CH:20][C:21]([C:8]2[CH:13]=[CH:12][CH:11]=[C:10]([Cl:14])[CH:9]=2)=[CH:22][CH:23]=1)([F:27])[F:28] |f:0.1.2,^1:32,34,53,72|. Procedure: A solution of DME (40 mL) and 2M K2CO3 (40 mL) containing 1-bromo-3-chlorobenzene (2.53 g, 13.21 mol), 4-(trifluoromethoxy)phenyl boronic acid (4 g, 19.4 mmol) and Pd(PPh3)4 (0.76 g, 0.66 mmol) was refluxed under an argon atmosphere until no starting material remained by HPLC analysis. The solution was concentrated (to remove excess DME) and partitioned between water and ethyl acetate. The organic phase was washed with 1N NaOH, water (2×) and brine. The solution was then dried over MgSO4, filter... The reactants are O(C1=CC=CC=C1)C1=CC=C(C=C1)C(C)=O (4'-phenoxyacetophenone), C[Si](C)(C)[N-][Si](C)(C)C.[Li+] (lithium bis(trimethylsilyl)amide), Cl[Si](C)(C)C (chlorotrimethylsilane), diethyl ester, C1(=CC=CC=C1)CCSC(C(=O)O)C(=O)O ([(2-phenylethyl)thio]propanedioic acid). Solvent: C1CCOC1 (THF). The product is OC1=C(C(OC(=C1)C1=CC=C(C=C1)OC1=CC=CC=C1)=O)SCCC1=CC=CC=C1 (4-Hydroxy-6-(4-phenoxyphenyl)-3-[(2-phenylethyl)thio]-2H-pyran-2-one). RXN SMILES: [O:1]([C:8]1[CH:13]=[CH:12][C:11]([C:14](=[O:16])[CH3:15])=[CH:10][CH:9]=1)[C:2]1[CH:7]=[CH:6][CH:5]=[CH:4][CH:3]=1.C[Si]([N-][Si](C)(C)C)(C)C.[Li+].Cl[Si](C)(C)C.[C:32]1([CH2:38][CH2:39][S:40][CH:41]([C:45](O)=[O:46])[C:42](O)=[O:43])[CH:37]=[CH:36][CH:35]=[CH:34][CH:33]=1>C1COCC1>[OH:46][C:45]1[CH:15]=[C:14]([C:11]2[CH:10]=[CH:9][C:8]([O:1][C:2]3[CH:7]=[CH:6][CH:5]=[CH:4][CH:3]=3)=[CH:13][CH:12]=2)[O:16][C:42](=[O:43])[C:41]=1[S:40][CH2:39][CH2:38][C:32]1[CH:33]=[CH:34][CH:35]=[CH:36][CH:37]=1 |f:1.2|. Reported procedure: The title compound was prepared by Method A using 4'-phenoxyacetophenone (1.07 g, 5.06 mmol), lithium bis(trimethylsilyl)amide (0.930 g, 5.56 mmol), chlorotrimethylsilane (0.705 mL, 5.56 mmol), THF (56 mL), and diethyl ester of [(2-phenylethyl)thio]propanedioic acid (1.00 g, 3.37 mmol). m.p. 127-128° C.; 1H NMR (400 MHz, DMSO-d6) δ2.77 (t, 2 H), 2.99 (t, 2 H), 6.72 (s, 1 H), 7.18 (m, 10H), 7.46 (t, 2 H), 7.82 (d, 2 H). The reactants are C(C(C)C)(=O)Cl (isobutyryl chloride), [N-]=C=S.[NH4+] (ammonium isothiocyanate), NC=1C=CC(=C(C1)C=1C(N(C2=CC(=NC=C2C1)C)C)=O)C (3-(5-amino-2-methylphenyl)-1,7-dimethyl-1,6-naphthyridin-2(1H)-one). Run in CC(=O)C (acetone). Reaction conditions: temperature 40 celsius, time 30 minute. Product: CN1C(C(=CC2=CN=C(C=C12)C)C=1C=C(C=CC1C)NC(=S)NC(C(C)C)=O)=O (N-(3-(1,7-dimethyl-2-oxo-1,2-dihydro-1,6-naphthyridin-3-yl)-4-methylphenylcarbamothioyl)isobutyramide). As a reaction SMILES: [C:1](Cl)(=[O:5])[CH:2]([CH3:4])[CH3:3].[N-:7]=[C:8]=[S:9].[NH4+].[NH2:11][C:12]1[CH:13]=[CH:14][C:15]([CH3:31])=[C:16]([C:18]2[C:19](=[O:30])[N:20]([CH3:29])[C:21]3[C:26]([CH:27]=2)=[CH:25][N:24]=[C:23]([CH3:28])[CH:22]=3)[CH:17]=1>CC(C)=O>[CH3:29][N:20]1[C:21]2[C:26](=[CH:25][N:24]=[C:23]([CH3:28])[CH:22]=2)[CH:27]=[C:18]([C:16]2[CH:17]=[C:12]([NH:11][C:8]([NH:7][C:1](=[O:5])[CH:2]([CH3:4])[CH3:3])=[S:9])[CH:13]=[CH:14][C:15]=2[CH3:31])[C:19]1=[O:30] |f:1.2|. Reported procedure: The mixture of isobutyryl chloride (160 mg, 1.5 mmol) and ammonium isothiocyanate (114.2 mg, 1.5 mmol) in acetone (2.0 mL) was heated at 40° C. for 3 h. To the above reaction mixture, 3-(5-amino-2-methylphenyl)-1,7-dimethyl-1,6-naphthyridin-2(1H)-one (15) (419 mg, 1.5 mmol) was added at rt and stirred for 30 min. The solvent was removed under vacuum to yield N-(3-(1,7-dimethyl-2-oxo-1,2-dihydro-1,6-naphthyridin-3-yl)-4-methylphenylcarbamothioyl)isobutyramide 22, which was used without purificati... Starting materials: CC(=CCC1=CC=C(C=C1)O)C (4-(3-methyl-but-2-enyl)-phenol), O (water), CS(=O)(=O)O (methanesulfonic acid). Reagents/catalysts: [Rh] (rhodium). Run in C(C)(C)O (isopropanol). Conditions: time 5 hour. Product: C(CC(C)C)[C@H]1CC[C@H](CC1)O (cis-4-isoamylcyclohexanol), C(CC(C)C)[C@@H]1CC[C@H](CC1)O (trans-4-isoamylcyclohexanol). The yield is 31.8%. Reaction SMILES: [CH3:1][C:2]([CH3:12])=[CH:3][CH2:4][C:5]1[CH:10]=[CH:9][C:8]([OH:11])=[CH:7][CH:6]=1.O.CS(O)(=O)=O>[Rh].C(O)(C)C>[CH2:4]([C@@H:5]1[CH2:6][CH2:7][C@H:8]([OH:11])[CH2:9][CH2:10]1)[CH2:3][CH:2]([CH3:12])[CH3:1].[CH2:4]([C@H:5]1[CH2:6][CH2:7][C@H:8]([OH:11])[CH2:9][CH2:10]1)[CH2:3][CH:2]([CH3:12])[CH3:1]. Procedure details: 85 g 4-(3-methyl-but-2-enyl)-phenol, 3 wt % rhodium-on-active charcoal (Rh content, based on the weight of the dry catalyst: 5%; water content about 50%) are initially introduced into 500 ml isopropanol and 9.6 g methanesulfonic acid in a stirred autoclave with a gassing stirrer. Hydrogenation is carried out for 5 hours at 80° C. under a hydrogen pressure of 10 bar. After filtration, 85 g 4-isoamylcyclohexanol are obtained as a crude product. After distillation, 80 g 4-isoamylcyclohexanol, which... Starting materials: COC(=O)c1ccc(-c2ccccc2C)c(OC)c1, CO, [Na+], C1CCOC1, [OH-]. Yields the product COc1cc(C(=O)O)ccc1-c1ccccc1C. Reaction SMILES: [CH3:1][O:2][C:3](=[O:4])[c:5]1[cH:6][c:7]([O:18][CH3:19])[c:8](-[c:11]2[c:12]([CH3:17])[cH:13][cH:14][cH:15][cH:16]2)[cH:9][cH:10]1.[CH3:20][OH:21].[Na+:23].[O:24]1[CH2:25][CH2:26][CH2:27][CH2:28]1.[OH-:22]>>[O:2]=[C:3]([OH:4])[c:5]1[cH:6][c:7]([O:18][CH3:19])[c:8](-[c:11]2[c:12]([CH3:17])[cH:13][cH:14][cH:15][cH:16]2)[cH:9][cH:10]1.